This data is from the Open Reaction Database (ORD), a public repository of structured organic reaction records. The task is: describe an organic reaction: reactants, conditions, products, and yield Reactants: COC1=CC=C(C=C1)C1=C(C=CC=C1)NC(=S)N (N-(4'-methoxy-2-biphenylyl)thiourea), CI (methyliodide). The solvent is CO (methanol). The product is I.COC1=CC=C(C=C1)C1=C(C=CC=C1)NC(SC)=N (1-(4'-methoxy-2-biphenylyl)-2-methyl-2-thiopseudourea hydroiodide). As a reaction SMILES: [CH3:1][O:2][C:3]1[CH:8]=[CH:7][C:6]([C:9]2[CH:14]=[CH:13][CH:12]=[CH:11][C:10]=2[NH:15][C:16]([NH2:18])=[S:17])=[CH:5][CH:4]=1.[CH3:19][I:20]>CO>[IH:20].[CH3:1][O:2][C:3]1[CH:4]=[CH:5][C:6]([C:9]2[CH:14]=[CH:13][CH:12]=[CH:11][C:10]=2[NH:15][C:16](=[NH:18])[S:17][CH3:19])=[CH:7][CH:8]=1 |f:3.4|. Procedure details: Reaction of N-(4'-methoxy-2-biphenylyl)thiourea (14.7 g) with methyliodide (9.3 g) in methanol (60 ml) at gentle reflux on a hot water bath for 3 hours gave 1-(4'-methoxy-2-biphenylyl)-2-methyl-2-thiopseudourea hydroiodide as a semisolid. Reaction of the above hydroiodide (8 g) in dichloromethane (100 ml) with 10% aqueous sodium hydroxide solution (25 ml) at 0° C. gave 1-(4'-methoxy-2-biphenylyl)-2-methyl-2-thiopseudourea as a pale yellow solid (m.p. 94°-96° C.). The reactants are O.NN (hydrazine hydrate), C(C)(C)(C)OC(=O)N1CCC(CC1)=C(C(=O)O)C1=CC=CC=C1 (4-(1-phenyl-1-carboxy-methylene)piperidine-1-carboxylic acid tert-butyl ester), CCN=C=NCCCN(C)C (EDCI), C=1C=CC2=C(C1)N=NN2O (HOBt). The solvent is CN(C)C=O (DMF), O (water). Reaction conditions: time 30 minute. Yields the product C(C)(C)(C)OC(=O)N1CCC(CC1)=C(C(=O)NN)C1=CC=CC=C1 (4-(1-Phenyl-1-hydrazinocarbonyl-methylene)piperidine-1-carboxylic Acid Tert-Butyl Ester). Isolated yield 0.9%. RXN SMILES: [C:1]([O:5][C:6]([N:8]1[CH2:13][CH2:12][C:11](=[C:14]([C:18]2[CH:23]=[CH:22][CH:21]=[CH:20][CH:19]=2)[C:15](O)=[O:16])[CH2:10][CH2:9]1)=[O:7])([CH3:4])([CH3:3])[CH3:2].CCN=C=NCCCN(C)C.C1C=CC2N(O)[N:42]=[N:41]C=2C=1.O.NN>CN(C=O)C.O>[C:1]([O:5][C:6]([N:8]1[CH2:13][CH2:12][C:11](=[C:14]([C:18]2[CH:23]=[CH:22][CH:21]=[CH:20][CH:19]=2)[C:15]([NH:41][NH2:42])=[O:16])[CH2:10][CH2:9]1)=[O:7])([CH3:4])([CH3:3])[CH3:2] |f:3.4|. Procedure: A mixture of 4-(1-phenyl-1-carboxy-methylene)piperidine-1-carboxylic acid tert-butyl ester (0.153 g, 0.048 mol), EDCI (0.113 g, 0.059 mol), and HOBt (0.081 g, 0.060 mol) in DMF (3 mL) was stirred for 30 min at room temperature and then hydrazine hydrate (1.0 mL) was added. Stirring was continued for 12 h and then the mixture was poured into water and extracted with EtOAc (×3). The combined organic layers were washed, (H2O ×5, brine) and dried (Na2SO4). The solvent was removed in vacuo and the re... The reactants are C1CCOC1, COC(=O)c1cnc2nnn(Cc3ccc4ncccc4c3)c2n1. Product: O=C(O)c1cnc2nnn(Cc3ccc4ncccc4c3)c2n1. RXN SMILES: [CH2:25]1[O:26][CH2:27][CH2:28][CH2:29]1.[n:1]1[cH:2][cH:3][cH:4][c:5]2[cH:6][c:7]([CH2:11][n:12]3[n:13][n:14][c:15]4[c:16]3[n:17][c:18]([C:21](=[O:22])[O:23][CH3:24])[cH:19][n:20]4)[cH:8][cH:9][c:10]12>>[n:1]1[cH:2][cH:3][cH:4][c:5]2[cH:6][c:7]([CH2:11][n:12]3[n:13][n:14][c:15]4[c:16]3[n:17][c:18]([C:21](=[O:22])[OH:23])[cH:19][n:20]4)[cH:8][cH:9][c:10]12. Starting materials: NC1=NC2=C(N1CCN1CCOCC1)C=CC=C2 (2-amino-1-(2-morpholinoethyl)benzimidazole), OC1=CC=C(C(CBr)=O)C=C1 (4-hydroxyphenacyl bromide). Solvent: C(Cl)(Cl)Cl (chloroform), C(C)(=O)OCC (ethyl acetate). Yields the product OC1=CC=C(C=C1)C(C)=O (parahydroxyacetophenone), [Br-] (bromide). Reaction SMILES: NC1N(CCN2CCOCC2)C2C=CC=CC=2N=1.[OH:19][C:20]1[CH:29]=[CH:28][C:23]([C:24](=[O:27])[CH2:25][Br:26])=[CH:22][CH:21]=1>C(Cl)(Cl)Cl.C(OCC)(=O)C>[OH:19][C:20]1[CH:29]=[CH:28][C:23]([C:24](=[O:27])[CH3:25])=[CH:22][CH:21]=1.[Br-:26]. Reported procedure: A mixture of 2-amino-1-(2-morpholinoethyl)benzimidazole (10 mmol, 2.46 g) and 4-hydroxyphenacyl bromide (10 mmol, 2.15 g) (obtained by bromination of parahydroxyacetophenone with cuptic bromide in a mixture of chloroform and ethyl acetate) is heated at reflux for 1 hour in 10 ml of dimethylformamide. After cooling, the mixture is poured into 50 ml of water and rendered alkaline with ammonium hydroxide. The resulting oil is removed and treated with water. The crystallised residue is filtered, dri... The reactants are O=c1[nH]c2cc(C(F)(F)F)cc(Br)c2[nH]1, COCCOC, CCO, OB(O)c1cc(F)c(F)c(F)c1, O, Cl[Pd]Cl, c1ccc(P(c2ccccc2)c2ccccc2)cc1, c1ccc(P(c2ccccc2)c2ccccc2)cc1. Yields the product O=c1[nH]c2cc(C(F)(F)F)cc(-c3cc(F)c(F)c(F)c3)c2[nH]1. Reaction SMILES: [Br:1][c:2]1[cH:3][c:4]([C:12]([F:13])([F:14])[F:15])[cH:5][c:6]2[nH:7][c:8](=[O:11])[nH:9][c:10]12.[CH2:28]([CH2:29][O:30][CH3:31])[O:32][CH3:33].[CH3:76][CH2:77][OH:78].[F:16][c:17]1[cH:18][c:19]([B:25]([OH:26])[OH:27])[cH:20][c:21]([F:24])[c:22]1[F:23].[OH2:34].[Pd:35]([Cl:36])[Cl:37].[c:38]1([P:39]([c:40]2[cH:41][cH:42][cH:43][cH:44][cH:45]2)[c:46]2[cH:47][cH:48][cH:49][cH:50][cH:51]2)[cH:52][cH:53][cH:54][cH:55][cH:56]1.[c:57]1([P:58]([c:59]2[cH:60][cH:61][cH:62][cH:63][cH:64]2)[c:65]2[cH:66][cH:67][cH:68][cH:69][cH:70]2)[cH:71][cH:72][cH:73][cH:74][cH:75]1>>[c:2]1(-[c:19]2[cH:18][c:17]([F:16])[c:22]([F:23])[c:21]([F:24])[cH:20]2)[cH:3][c:4]([C:12]([F:13])([F:14])[F:15])[cH:5][c:6]2[nH:7][c:8](=[O:11])[nH:9][c:10]12.